Dataset: the Open Reaction Database (ORD), a public repository of structured organic reaction records. Task: describe an organic reaction: reactants, conditions, products, and yield The reactants are Cl(=O)(=O)(=O)[O-].N1C(=CC=C1)C=[N+]1CCCC1 (1-(pyrrol- 2-ylmethylene)-pyrrolidinium perchlorate), 116.8g, S(=O)(=O)(Cl)Cl (sulfuryl chloride). Solvent: ClC(C)Cl (dichloroethane). Reaction conditions: time 4 hour. Yields the product Cl(=O)(=O)(=O)[O-].ClC=1C=C(NC1)C=[N+]1CCCC1 (1-(4-chloropyrrol-2-ylmethylene) pyrrolidinium perchlorate). As a reaction SMILES: [Cl:1]([O-:5])(=[O:4])(=[O:3])=[O:2].[NH:6]1[CH:10]=[CH:9][CH:8]=[C:7]1[CH:11]=[N+:12]1[CH2:16][CH2:15][CH2:14][CH2:13]1.S(Cl)([Cl:20])(=O)=O>ClC(Cl)C>[Cl:1]([O-:5])(=[O:4])(=[O:3])=[O:2].[Cl:20][C:9]1[CH:8]=[C:7]([CH:11]=[N+:12]2[CH2:16][CH2:15][CH2:14][CH2:13]2)[NH:6][CH:10]=1 |f:0.1,4.5|. Reported procedure: To a stirred suspension of 215.4 g. (0.865 moles) of the product of Example IV in 4 liters of dichloroethane at 0° C. is added dropwise 116.8g. (0.865 moles) of freshly distilled sulfuryl chloride. After addition is complete (about 40 minutes), the reaction mixture is allowed to warm to ambient temperature and is stirred for about 4 hours, after which the solvent is evaporated to give a tan residue. Recrystallization of this residue from dichloroethane/ether gives 1-(4-chloropyrrol-2-ylmethylene...